This data is from the Open Reaction Database (ORD), a public repository of structured organic reaction records. The task is: describe an organic reaction: reactants, conditions, products, and yield Reactants: CC(C)(C)[O-].[K+] (KOtBu), ClCC(=O)NC(CC1=CC(=CC=C1)I)(C)CO (rac-2-chloro-N-[1-hydroxymethyl-2-(3-iodo-phenyl)-1-methyl-ethyl]-acetamide). The solvent is C1CCOC1 (THF). Run at time 20 minute. Product: IC=1C=C(CC2(COCC(N2)=O)C)C=CC1 (Rac-5-(3-Iodo-benzyl)-5-methyl-morpholin-3-one). Reaction SMILES: Cl[CH2:2][C:3]([NH:5][C:6]([CH2:16][OH:17])([CH3:15])[CH2:7][C:8]1[CH:13]=[CH:12][CH:11]=[C:10]([I:14])[CH:9]=1)=[O:4].CC([O-])(C)C.[K+]>C1COCC1>[I:14][C:10]1[CH:9]=[C:8]([CH:13]=[CH:12][CH:11]=1)[CH2:7][C:6]1([CH3:15])[NH:5][C:3](=[O:4])[CH2:2][O:17][CH2:16]1 |f:1.2|. Procedure details: A solution of rac-2-chloro-N-[1-hydroxymethyl-2-(3-iodo-phenyl)-1-methyl-ethyl]-acetamide H-7 (1.0 g, 2.7 mmol) in THF (13 mL) was added dropwise to a RT solution of KOtBu (6.8 mL, 6.8 mmol, 1M soln. in THF) under argon and the reaction mixture was stirred for 20 min. The reaction was quenched with 1M aq. HCl, diluted with water and concentrated in vacuo. The remaining aqueous phase was extracted with DCM (3×) and the combined organic extracts were dried over Na2SO4, filtered and evaporated in v... Starting materials: C(C1=CC=CC=C1)OC=1C=CC=2C3=C(C=NC2C1)N=C(N3CCNC(OC(C)(C)C)=O)CCl (tert-butyl 2-[7-benzyloxy-2-(chloromethyl)-1H-imidazo[4,5-c]quinolin-1-yl]ethylcarbamate), CC(C)([O-])C.[K+] (potassium tert-butoxide), solution. Run in C1CCOC1 (THF). Yields the product C(C1=CC=CC=C1)OC1=CC=C2C3=C(C=NC2=C1)N=C1N3CCN(C1)C(=O)OC(C)(C)C (tert-butyl 3-benzyloxy-10,11-dihydropyrazino[1′,2′:1,2]imidazo[4,5-c]quinoline-9(8H)-carboxylate). Isolated yield 96.1%. Reaction SMILES: [CH2:1]([O:8][C:9]1[CH:10]=[CH:11][C:12]2[C:13]3[N:21]([CH2:22][CH2:23][NH:24][C:25](=[O:31])[O:26][C:27]([CH3:30])([CH3:29])[CH3:28])[C:20]([CH2:32]Cl)=[N:19][C:14]=3[CH:15]=[N:16][C:17]=2[CH:18]=1)[C:2]1[CH:7]=[CH:6][CH:5]=[CH:4][CH:3]=1.CC(C)([O-])C.[K+]>C1COCC1>[CH2:1]([O:8][C:9]1[CH:18]=[C:17]2[C:12]([C:13]3[N:21]4[CH2:22][CH2:23][N:24]([C:25]([O:26][C:27]([CH3:30])([CH3:29])[CH3:28])=[O:31])[CH2:32][C:20]4=[N:19][C:14]=3[CH:15]=[N:16]2)=[CH:11][CH:10]=1)[C:2]1[CH:7]=[CH:6][CH:5]=[CH:4][CH:3]=1 |f:1.2|. Procedure: The method described in Part D of Example 365 was used to treat tert-butyl 2-[7-benzyloxy-2-(chloromethyl)-1H-imidazo[4,5-c]quinolin-1-yl]ethylcarbamate (23.55 g, 50.43 mmol) with potassium tert-butoxide (55.47 mL of a 1 M solution in THF) with the modification that crude product mixture was purified by normal phase prep HPLC on silica gel (eluting with 2 N ammonia in methanol/chloroform in a 66-minute gradient from 0:100 to 7:93) to provide 20.87 g of tert-butyl 3-benzyloxy-10,11-dihydropyrazin... Reactants: [N+](=O)([O-])C1=CC=C(C=C1)C(CCCC=1N=CNC1)C1=CC=C(C=C1)[N+](=O)[O-] (4-[4,4-bis(4-nitrophenyl)butyl]-1H-imidazole). The reagents and catalysts are C(C)O (ethanol). Yields the product NC1=CC=C(C=C1)C(CCCC=1N=CNC1)C1=CC=C(C=C1)N (4-[4,4-bis(4-aminophenyl)butyl]-1H-imidazole). As a reaction SMILES: [N+:1]([C:4]1[CH:9]=[CH:8][C:7]([CH:10]([C:19]2[CH:24]=[CH:23][C:22]([N+:25]([O-])=O)=[CH:21][CH:20]=2)[CH2:11][CH2:12][CH2:13][C:14]2[N:15]=[CH:16][NH:17][CH:18]=2)=[CH:6][CH:5]=1)([O-])=O>C(O)C>[NH2:25][C:22]1[CH:23]=[CH:24][C:19]([CH:10]([C:7]2[CH:6]=[CH:5][C:4]([NH2:1])=[CH:9][CH:8]=2)[CH2:11][CH2:12][CH2:13][C:14]2[N:15]=[CH:16][NH:17][CH:18]=2)=[CH:20][CH:21]=1. Procedure: 4-[4,4-bis(4-nitrophenyl)butyl]-1H-imidazole is hydrogenated in ethanol using 10% palladium on carbon (Pd/C) as a catalyst. Reactants: O.C(C1=CC=CC=C1)(=O)C1=C(C=C(C(=O)O)C=C1[N+](=O)[O-])O (4-benzoyl-3-hydroxy-5-nitrobenzoic acid, monohydrate), C(C)O (ethanol). Yields the product C(C1=CC=CC=C1)(=O)C1=C(C=C(C(=O)OCC)C=C1[N+](=O)[O-])O (ethyl 4-benzoyl-3-hydroxy-5-nitrobenzoate). Reaction SMILES: O.[C:2]([C:10]1[C:18]([N+:19]([O-:21])=[O:20])=[CH:17][C:13]([C:14]([OH:16])=[O:15])=[CH:12][C:11]=1[OH:22])(=[O:9])[C:3]1[CH:8]=[CH:7][CH:6]=[CH:5][CH:4]=1.[CH2:23](O)[CH3:24]>>[C:2]([C:10]1[C:18]([N+:19]([O-:21])=[O:20])=[CH:17][C:13]([C:14]([O:16][CH2:23][CH3:24])=[O:15])=[CH:12][C:11]=1[OH:22])(=[O:9])[C:3]1[CH:8]=[CH:7][CH:6]=[CH:5][CH:4]=1 |f:0.1|. Procedure: A solution of 4-benzoyl-3-hydroxy-5-nitrobenzoic acid, monohydrate prepared as described in Example 1, step A, (100 g) in dry ethanol (2 liter) is evaporated in vacuo in order to remove the water of crystallization. The residue is redissolved in dry ethanol (2 liter), conc. sulfuric acid (45 ml) is added and the solution is refluxed for 20 hours. The excess of ethanol is removed in vacuo, and the residue is triturated with a saturated sodium hyrogen carbonate solution (about 900 ml). The resulti... The product is Cc1ccc(S(=O)(=O)NC(CN(C)C(=O)OC(C)(C)C)CC2(F)CCCCC2)cc1. Reaction SMILES: [CH3:31][N:32]([S:33]([F:34])([F:35])[F:36])[CH3:37].[Cl:39][CH2:40][Cl:41].[OH2:38].[OH:1][C:2]1([CH2:8][CH:9]([CH2:10][N:11]([C:12]([O:13][C:14]([CH3:15])([CH3:16])[CH3:17])=[O:18])[CH3:19])[NH:20][S:21](=[O:22])(=[O:23])[c:24]2[cH:25][cH:26][c:27]([CH3:30])[cH:28][cH:29]2)[CH2:3][CH2:4][CH2:5][CH2:6][CH2:7]1>>[C:2]1([CH2:8][CH:9]([CH2:10][N:11]([C:12]([O:13][C:14]([CH3:15])([CH3:16])[CH3:17])=[O:18])[CH3:19])[NH:20][S:21](=[O:22])(=[O:23])[c:24]2[cH:25][cH:26][c:27]([CH3:30])[cH:28][cH:29]2)([F:35])[CH2:3][CH2:4][CH2:5][CH2:6][CH2:7]1. Starting materials: CN(C)S(F)(F)F, ClCCl, O, Cc1ccc(S(=O)(=O)NC(CN(C)C(=O)OC(C)(C)C)CC2(O)CCCCC2)cc1. Starting materials: CC1=C(C=CC=C1C)NC(CC(C)=O)=O (N-(2,3-dimethylphenyl)-3-oxo-butanamide), CN(N)C (N,N-dimethylhydrazine). Run in C1(=CC=CC=C1)C (toluene). Run at temperature 60 celsius, time 8 hour. The product is CC1=C(C=CC=C1C)NC(=O)C1=C(OC(=CC1=O)C)C (N-(2,3-Dimethylphenyl)-2,6-dimethyl-4-oxo-4H-pyran-3-carboxamide). The yield is 126.8%. RXN SMILES: [CH3:1][C:2]1[C:7]([CH3:8])=[CH:6][CH:5]=[CH:4][C:3]=1[NH:9][C:10](=[O:15])[CH2:11][C:12](=[O:14])[CH3:13].CN(C)N>C1(C)C=CC=CC=1>[CH3:1][C:2]1[C:7]([CH3:8])=[CH:6][CH:5]=[CH:4][C:3]=1[NH:9][C:10]([C:11]1[C:10](=[O:15])[CH:11]=[C:12]([CH3:13])[O:14][C:12]=1[CH3:13])=[O:15]. Procedure details: A mixture of 10.3 g (50 m mol) of N-(2,3-dimethylphenyl)-3-oxo-butanamide, 4.50 g (75 m mol) of N,N-dimethylhydrazine and 60 ml of toluene was stirred for 8 hours at 60° C. Then, unreacted N,N-dimethylhydrazine and the resulting water together with about 10 ml of toluene were distilled off outside the reaction system. 10.5 g (125 m mol) of diketene was added dropwise to the remaining solution over a period of 5 minutes, while refluxing. The mixture was further refluxed for 2 hours and cooled to ...